The task is: describe an organic reaction: reactants, conditions, products, and yield. This data is from the Open Reaction Database (ORD), a public repository of structured organic reaction records. RXN SMILES: [P:1]([O-:16])([O-:15])([O:3][C@H:4]1[O:12][C@H:11]([CH2:13][OH:14])[C@H:9]([OH:10])[C@H:7]([OH:8])[C@H:5]1[OH:6])=[O:2].[K+].[K+].O.C([NH+](CCCCCCCC)CCCCCCCC)CCCCCCC.C(N(CCCCCCCC)CCCCCCCC)CCCCCCC.C1CCC(NC(N2CCOCC2)=NC2CCCCC2)CC1.C1N([P:97]([O:100][CH2:101][C@H:102]2[O:106][C@@H:105]([N:107]3[C:113](=[O:114])[NH:112][C:110](=[O:111])[CH:109]=[CH:108]3)[C@H:104]([OH:115])[C@@H:103]2[OH:116])([OH:99])=[O:98])CCOC1.N1C=NN=N1>N1C=CC=CC=1>[CH:109]1[C:110](=[O:111])[NH:112][C:113](=[O:114])[N:107]([C@@H:105]2[O:106][C@H:102]([CH2:101][O:100][P:97]([O:2][P:1]([O:3][C@H:4]3[O:12][C@H:11]([CH2:13][OH:14])[C@H:9]([OH:10])[C@H:7]([OH:8])[C@H:5]3[OH:6])([OH:16])=[O:15])([OH:99])=[O:98])[C@@H:103]([OH:116])[C@H:104]2[OH:115])[CH:108]=1 |f:0.1.2,6.7|. Procedure: Dipotassium α-D-galactosyl phosphate (1.0 equivalents, Sigma), containing 5.5 mol H2O, (110 mg, 253 μmol) was converted into the trioctylammonium salt using 110 μL (253 μmol) trioctylamine and reacted with uridine 5'-monophospho morpholidate 4-morpholine-N,N'-dicyclohexylcarboxamidine salt (296 mg, 404 μmol) and 1H-tetrazole (57 mg, 808 μmol) in dry pyridine (1.25 mL) as described for 32. Purification on a Bio-Gel P-2 column (2.5×95 cm), eluated with 250 mM NH4HCO3, and precipitation from H2 O/M... The reactants are C1CCC(CC1)NC(=NC2CCCCC2)N3CCOCC3.C1COCCN1P(=O)(O)OC[C@@H]2[C@H]([C@H]([C@@H](O2)N3C=CC(=O)NC3=O)O)O (uridine 5'-monophospho morpholidate 4-morpholine-N,N'-dicyclohexylcarboxamidine salt), N1N=NN=C1 (1H-tetrazole), C(CCCCCCC)N(CCCCCCCC)CCCCCCCC (trioctylamine), P(=O)(O[C@@H]1[C@H](O)[C@@H](O)[C@@H](O)[C@H](O1)CO)([O-])[O-].[K+].[K+] (Dipotassium α-D-galactosyl phosphate), O (H2O), C(CCCCCCC)[NH+](CCCCCCCC)CCCCCCCC (trioctylammonium). Yield: 91.0%. The solvent is N1=CC=CC=C1 (pyridine). Product: C1=CN(C(=O)NC1=O)[C@H]2[C@@H]([C@@H]([C@H](O2)COP(=O)(O)OP(=O)(O)O[C@@H]3[C@@H]([C@H]([C@H]([C@H](O3)CO)O)O)O)O)O (UDP-Gal). The reactants are CC(CN1C(N(C2=NC(=CC=C21)C2=C(C=CC(=C2)C(C)(C)O)C)C)=O)(C)C (1-(2,2-dimethylpropyl)-5-[5-(1-hydroxy-1-methylethyl)-2-methylphenyl]-3-methyl-1,3-dihydro-2H-imidazo[4,5-b]pyridin-2-one), [N-]=[N+]=[N-].[Na+] (sodium azide), FC(C(=O)O)(F)F (trifluoroacetic acid). Run in C(Cl)Cl (DCM), C(Cl)Cl (DCM), CCOC(=O)C (EtOAc). Yields the product N(=[N+]=[N-])C(C)(C)C=1C=CC(=C(C1)C1=CC=C2C(=N1)N(C(N2CC(C)(C)C)=O)C)C (5-[5-(1-azido-1-methylethyl)-2-methylphenyl]-1-(2,2-dimethylpropyl)-3-methyl-1,3-dihydro-2H-imidazo[4,5-b]pyridin-2-one). Reaction SMILES: [CH3:1][C:2]([CH3:27])([CH3:26])[CH2:3][N:4]1[C:12]2[C:7](=[N:8][C:9]([C:13]3[CH:18]=[C:17]([C:19](O)([CH3:21])[CH3:20])[CH:16]=[CH:15][C:14]=3[CH3:23])=[CH:10][CH:11]=2)[N:6]([CH3:24])[C:5]1=[O:25].[N-:28]=[N+:29]=[N-:30].[Na+].FC(F)(F)C(O)=O>C(Cl)Cl.CCOC(C)=O>[N:28]([C:19]([C:17]1[CH:16]=[CH:15][C:14]([CH3:23])=[C:13]([C:9]2[N:8]=[C:7]3[N:6]([CH3:24])[C:5](=[O:25])[N:4]([CH2:3][C:2]([CH3:1])([CH3:26])[CH3:27])[C:12]3=[CH:11][CH:10]=2)[CH:18]=1)([CH3:20])[CH3:21])=[N+:29]=[N-:30] |f:1.2|. Procedure: To a solution of 14-2 (1.2 g, 3.3 mmol) and sodium azide (0.42 g, 6.5 mmol) in DCM (8 mL) at −78 C was added a solution of trifluoroacetic acid (1.0 mL, 13 mmol) in DCM (0.25 mL). The reaction mixture was allowed to slowly warm to room temperature over 15 hours. The reaction was diluted in EtOAc and washed with water, brine, dried over sodium sulfate, filtered and concentrated to give product. HRMS (M+H)+: observed=393.2389, calculated=393.2397. The reactants are CNC(=O)C=1NC(=C2C=C(C=CC12)Cl)C1=CC=CC=C1 (5-chloro-3-phenylisoindole-1-carboxylic acid methylamide), Cl.C(C)N(CCCl)CC (2-diethylaminoethyl chloride hydrochloride). Run in ice water. Run at temperature 70 celsius. The product is CNC(=O)C=1N(C(=C2C=C(C=CC12)Cl)C1=CC=CC=C1)CCN(CC)CC (5-chloro-2-[2-(diethylamino)ethyl]-3-phenylisoindole-1-carboxylic acid methylamide). Reaction SMILES: [CH3:1][NH:2][C:3]([C:5]1[NH:6][C:7]([C:15]2[CH:20]=[CH:19][CH:18]=[CH:17][CH:16]=2)=[C:8]2[C:13]=1[CH:12]=[CH:11][C:10]([Cl:14])=[CH:9]2)=[O:4].Cl.[CH2:22]([N:24]([CH2:28][CH3:29])[CH2:25][CH2:26]Cl)[CH3:23]>>[CH3:1][NH:2][C:3]([C:5]1[N:6]([CH2:23][CH2:22][N:24]([CH2:28][CH3:29])[CH2:25][CH3:26])[C:7]([C:15]2[CH:20]=[CH:19][CH:18]=[CH:17][CH:16]=2)=[C:8]2[C:13]=1[CH:12]=[CH:11][C:10]([Cl:14])=[CH:9]2)=[O:4] |f:1.2|. Procedure details: According to the procedure described in Example 1, 28.5 g. of 5-chloro-3-phenylisoindole-1-carboxylic acid methylamide are treated with 34.5 g. of 2-diethylaminoethyl chloride hydrochloride. The mixture is heated at 70° C. for 5 hours, then cooled and poured into 4 liters of ice-water. After the addition of 200 g. of sodium chloride, the separated product is extracted with methylene chloride. The organic phase is washed with a saturated solution of sodium chloride, dried over sodium sulfate and ... The reactants are Nc1cccc(C(=O)O)c1N, ClCCl, C1CCOC1, Cc1cscc1N=C=S, CO. Product: Cc1cscc1NC(=S)Nc1cccc(C(=O)O)c1N. RXN SMILES: [C:1](=[O:2])([OH:3])[c:4]1[c:5]([NH2:11])[c:6]([NH2:10])[cH:7][cH:8][cH:9]1.[CH2:21]([Cl:22])[Cl:23].[CH2:26]1[O:27][CH2:28][CH2:29][CH2:30]1.[CH3:12][c:13]1[c:14]([N:18]=[C:19]=[S:20])[cH:15][s:16][cH:17]1.[CH3:24][OH:25]>>[C:1](=[O:2])([OH:3])[c:4]1[c:5]([NH2:11])[c:6]([NH:10][C:19]([NH:18][c:14]2[c:13]([CH3:12])[cH:17][s:16][cH:15]2)=[S:20])[cH:7][cH:8][cH:9]1. Reactants: O, OCC1COc2ccccc2O1, O=S(Cl)Cl, c1ccncc1. Yields the product ClCC1COc2ccccc2O1. RXN SMILES: [OH2:23].[OH:11][CH2:12][CH:13]1[CH2:14][O:15][c:16]2[c:17]([cH:19][cH:20][cH:21][cH:22]2)[O:18]1.[S:1]([Cl:2])([Cl:3])=[O:4].[cH:5]1[cH:6][cH:7][n:8][cH:9][cH:10]1>>[Cl:3][CH2:12][CH:13]1[CH2:14][O:15][c:16]2[c:17]([cH:19][cH:20][cH:21][cH:22]2)[O:18]1.